This data is from the Open Reaction Database (ORD), a public repository of structured organic reaction records. The task is: describe an organic reaction: reactants, conditions, products, and yield Yields the product COc1ccc2cc(-c3ccnc(N(C)C)n3)cc(NC3CCNCC3)c2c1, Cl. RXN SMILES: [CH2:37]([O:38][CH2:39][CH3:40])[CH3:41].[CH3:1][N:2]([c:3]1[n:4][cH:5][cH:6][c:7](-[c:9]2[cH:10][c:11]([NH:21][CH:22]3[CH2:23][CH2:24][N:25]([C:28]([O:29][C:30]([CH3:31])([CH3:32])[CH3:33])=[O:34])[CH2:26][CH2:27]3)[c:12]3[cH:13][c:14]([O:19][CH3:20])[cH:15][cH:16][c:17]3[cH:18]2)[n:8]1)[CH3:35].[ClH:36].[O:42]1[CH2:43][CH2:44][O:45][CH2:46][CH2:47]1>>[CH3:1][N:2]([c:3]1[n:4][cH:5][cH:6][c:7](-[c:9]2[cH:10][c:11]([NH:21][CH:22]3[CH2:23][CH2:24][NH:25][CH2:26][CH2:27]3)[c:12]3[cH:13][c:14]([O:19][CH3:20])[cH:15][cH:16][c:17]3[cH:18]2)[n:8]1)[CH3:35].[ClH:36]. Starting materials: CCOCC, COc1ccc2cc(-c3ccnc(N(C)C)n3)cc(NC3CCN(C(=O)OC(C)(C)C)CC3)c2c1, Cl, C1COCCO1. Starting materials: COC(=O)c1ccc2c(c1)CCC1C2CCC2(C)C(C(=O)CCc3ccc(C(=O)O)cc3)CCC12, CO, [K+], [K+], O=C([O-])[O-], O. Product: CC12CCC3c4ccc(C(=O)O)cc4CCC3C1CCC2C(=O)CCc1ccc(C(=O)O)cc1. RXN SMILES: [CH3:1][O:2][C:3](=[O:4])[c:5]1[cH:6][c:7]2[c:20]([cH:21][cH:22]1)[CH:19]1[CH:10]([CH2:9][CH2:8]2)[CH:11]2[CH2:12][CH2:13][CH:14]([C:23]([CH2:24][CH2:25][c:26]3[cH:27][cH:28][c:29]([C:32](=[O:33])[OH:34])[cH:30][cH:31]3)=[O:35])[C:15]2([CH3:16])[CH2:17][CH2:18]1.[CH3:42][OH:43].[K+:36].[K+:37].[O-:38][C:39]([O-:40])=[O:41].[OH2:44]>>[O:2]=[C:3]([OH:4])[c:5]1[cH:6][c:7]2[c:20]([cH:21][cH:22]1)[CH:19]1[CH:10]([CH2:9][CH2:8]2)[CH:11]2[CH2:12][CH2:13][CH:14]([C:23]([CH2:24][CH2:25][c:26]3[cH:27][cH:28][c:29]([C:32](=[O:33])[OH:34])[cH:30][cH:31]3)=[O:35])[C:15]2([CH3:16])[CH2:17][CH2:18]1. Starting materials: CCO, CC(C)(C)OC(=O)NC1CCC(NC(=O)OCc2ccccc2)C1. The product is CC(C)(C)OC(=O)NC1CCC(N)C1. RXN SMILES: [CH3:25][CH2:26][OH:27].[CH:1]1([NH:14][C:15](=[O:16])[O:17][CH2:18][c:19]2[cH:20][cH:21][cH:22][cH:23][cH:24]2)[CH2:2][CH:3]([NH:6][C:7]([O:8][C:9]([CH3:10])([CH3:11])[CH3:12])=[O:13])[CH2:4][CH2:5]1>>[CH:1]1([NH2:14])[CH2:2][CH:3]([NH:6][C:7]([O:8][C:9]([CH3:10])([CH3:11])[CH3:12])=[O:13])[CH2:4][CH2:5]1. The reactants are O=C1CCC(=O)N1Cl, Cl, COC(=O)C(Cc1ccc(C(F)(F)F)cc1)S(=O)(=O)CCC(F)(F)F, [H-], [Na+], C1CCOC1. The product is COC(=O)C(Cl)(Cc1ccc(C(F)(F)F)cc1)S(=O)(=O)CCC(F)(F)F. As a reaction SMILES: [Cl:28][N:29]1[C:30](=[O:31])[CH2:32][CH2:33][C:34]1=[O:35].[ClH:36].[F:3][C:4]([c:5]1[cH:6][cH:7][c:8]([CH2:11][CH:12]([C:13](=[O:14])[O:15][CH3:16])[S:17](=[O:18])(=[O:19])[CH2:20][CH2:21][C:22]([F:23])([F:24])[F:25])[cH:9][cH:10]1)([F:26])[F:27].[H-:1].[Na+:2].[O:37]1[CH2:38][CH2:39][CH2:40][CH2:41]1>>[F:3][C:4]([c:5]1[cH:6][cH:7][c:8]([CH2:11][C:12]([C:13](=[O:14])[O:15][CH3:16])([S:17](=[O:18])(=[O:19])[CH2:20][CH2:21][C:22]([F:23])([F:24])[F:25])[Cl:28])[cH:9][cH:10]1)([F:26])[F:27].